This data is from the Open Reaction Database (ORD), a public repository of structured organic reaction records. The task is: describe an organic reaction: reactants, conditions, products, and yield The reactants are C1CCOC1, [Li]CCCC, CN(C)CCCCN(C)C, CCCCCCCCCCCCC, N#Cc1ccccc1, C#Cc1ccccc1. Yields the product C(#Cc1ccccc1)c1ccccc1. As a reaction SMILES: [CH2:45]1[O:46][CH2:47][CH2:48][CH2:49]1.[CH2:9]([Li:10])[CH2:11][CH2:12][CH3:13].[CH3:22][N:23]([CH3:24])[CH2:25][CH2:26][CH2:27][CH2:28][N:29]([CH3:30])[CH3:31].[CH3:32][CH2:33][CH2:34][CH2:35][CH2:36][CH2:37][CH2:38][CH2:39][CH2:40][CH2:41][CH2:42][CH2:43][CH3:44].[N:14]#[C:15][c:16]1[cH:17][cH:18][cH:19][cH:20][cH:21]1.[c:1]1([C:7]#[CH:8])[cH:2][cH:3][cH:4][cH:5][cH:6]1>>[c:1]1([C:7]#[C:8][c:16]2[cH:17][cH:18][cH:19][cH:20][cH:21]2)[cH:2][cH:3][cH:4][cH:5][cH:6]1. The product is CC(C)(CN1CCCCC1)C(=O)OCc1ccccc1. The reactants are CC(=O)O[BH-](OC(C)=O)OC(C)=O, C1CCNCC1, CC(C)(C=O)C(=O)OCc1ccccc1, ClCCl, [Na+]. RXN SMILES: [C:22]([O:23][BH-:24]([O:25][C:26](=[O:27])[CH3:28])[O:29][C:30](=[O:31])[CH3:32])(=[O:33])[CH3:34].[CH2:16]1[CH2:17][CH2:18][NH:19][CH2:20][CH2:21]1.[CH2:1]([c:2]1[cH:3][cH:4][cH:5][cH:6][cH:7]1)[O:8][C:9]([C:10]([CH:11]=[O:12])([CH3:13])[CH3:14])=[O:15].[Cl:36][CH2:37][Cl:38].[Na+:35]>>[CH2:1]([c:2]1[cH:3][cH:4][cH:5][cH:6][cH:7]1)[O:8][C:9]([C:10]([CH2:11][N:19]1[CH2:18][CH2:17][CH2:16][CH2:21][CH2:20]1)([CH3:13])[CH3:14])=[O:15]. Reactants: ClC=1C(=CC(=NC1)F)I (5-chloro-2-fluoro-4-iodopyridine), NCC1(CCOCC1)C#N (4-(aminomethyl)tetrahydro-2H-pyran-4-carbonitrile). Solvent: CS(=O)C (dimethylsulfoxide). Product: ClC=1C(=CC(=NC1)NCC1(CCOCC1)C#N)I (4-(((5-chloro-4-iodopyridin-2-yl)amino)methyl)tetrahydro-2H-pyran-4-carbonitrile). As a reaction SMILES: [Cl:1][C:2]1[C:3]([I:9])=[CH:4][C:5](F)=[N:6][CH:7]=1.[NH2:10][CH2:11][C:12]1([C:18]#[N:19])[CH2:17][CH2:16][O:15][CH2:14][CH2:13]1>CS(C)=O>[Cl:1][C:2]1[C:3]([I:9])=[CH:4][C:5]([NH:19][CH2:18][C:12]2([C:11]#[N:10])[CH2:17][CH2:16][O:15][CH2:14][CH2:13]2)=[N:6][CH:7]=1. Procedure: A solution of 5-chloro-2-fluoro-4-iodopyridine (1 g, 3.88 mmol) and 4-(aminomethyl)tetrahydro-2H-pyran-4-carbonitrile (1.634 g, 11.65 mmol) in 4 mL of dimethylsulfoxide was heated at 100° C. for 8 hours. The mixture was quenched with 100 mL of ice-cold water and was extracted with ethyl acetate (50 mL×2). The organic layer was washed with water and brine, dried over sodium sulfate, filtered, and concentrated. Purification by column chromatography (silica gel, 20% ethyl acetate in hexane) afforde... Starting materials: C1CCOC1, Nc1ccc(OCCCN2CCC(F)C2)cc1, Cc1cc(C(=O)Nc2cccc(C(=O)c3ccc4c(c3)NC(=O)C4=CO)c2)n(C)n1. Yields the product Cc1cc(C(=O)Nc2cccc(C(=O)c3ccc4c(c3)NC(=O)C4=CNc3ccc(OCCCN4CCC(F)C4)cc3)c2)n(C)n1. RXN SMILES: [CH2:48]1[O:49][CH2:50][CH2:51][CH2:52]1.[F:31][CH:32]1[CH2:33][N:34]([CH2:37][CH2:38][CH2:39][O:40][c:41]2[cH:42][cH:43][c:44]([NH2:47])[cH:45][cH:46]2)[CH2:35][CH2:36]1.[OH:1][CH:2]=[C:3]1[C:4](=[O:30])[NH:5][c:6]2[cH:7][c:8]([C:12](=[O:13])[c:14]3[cH:15][c:16]([NH:20][C:21](=[O:22])[c:23]4[n:24]([CH3:29])[n:25][c:26]([CH3:28])[cH:27]4)[cH:17][cH:18][cH:19]3)[cH:9][cH:10][c:11]21>>[CH:2](=[C:3]1[C:4](=[O:30])[NH:5][c:6]2[cH:7][c:8]([C:12](=[O:13])[c:14]3[cH:15][c:16]([NH:20][C:21](=[O:22])[c:23]4[n:24]([CH3:29])[n:25][c:26]([CH3:28])[cH:27]4)[cH:17][cH:18][cH:19]3)[cH:9][cH:10][c:11]21)[NH:47][c:44]1[cH:43][cH:42][c:41]([O:40][CH2:39][CH2:38][CH2:37][N:34]2[CH2:33][CH:32]([F:31])[CH2:36][CH2:35]2)[cH:46][cH:45]1. Reaction SMILES: [O:1]([CH2:9][CH2:10][CH:11]1[C:16](=[O:17])[NH:15][C:14]2[CH:18]=[CH:19][CH:20]=[CH:21][C:13]=2[O:12]1)[Si](C(C)(C)C)(C)C.[CH2:22](Cl)[C:23]1[CH:28]=[CH:27][CH:26]=[CH:25][CH:24]=1.[K+].[Br-]>>[CH2:22]([N:15]1[C:14]2[CH:18]=[CH:19][CH:20]=[CH:21][C:13]=2[O:12][CH:11]([CH2:10][CH2:9][OH:1])[C:16]1=[O:17])[C:23]1[CH:28]=[CH:27][CH:26]=[CH:25][CH:24]=1 |f:2.3|. The reactants are O([Si](C)(C)C(C)(C)C)CCC1OC2=C(NC1=O)C=CC=C2 (2-(2-tert-butyldimethylsiloxyethyl)-3,4-dihydro-3-oxo-2H-1,4-benzoxazine), C(C1=CC=CC=C1)Cl (benzyl chloride), [K+].[Br-] (KBr). Product: C(C1=CC=CC=C1)N1C(C(OC2=C1C=CC=C2)CCO)=O (4-Benzyl-3,4-dihydro-2-(2-hydroxyethyl)-3-oxo-2H-1,4-benzoxazine). Procedure details: Prepared from 2-(2-tert-butyldimethylsiloxyethyl)-3,4-dihydro-3-oxo-2H-1,4-benzoxazine by Methods F and G, alkylating with benzyl chloride, in 49% overall yield and crystallized from ether/hexane to produce a white solid, mp 83°-85.5° C.; IR (KBr) 3213, 1680, 1505, 1399, 1250, 1050, 753 cm-1 ; 1H NMR (CDCl3) δ 2 .17-2.38 (m, 3H), 3.92 (q, J=5.7 Hz, 2H), 4.84 (dd, J=7.5, 5.6 Hz, 1H), 5.16 (s, 2H), 6.86-7.03 (m, 4H), 7.21-7.37 (m, 5H); MH+ at m/z=284; Anal. Calc'd for C 17H17NO3 : C, 72.07; H, 6.0... The reactants are C(C)N1C=NC(=C1C1=CC2=C(N=CN=C2SC)S1)C1=CC=CC=C1 (6-(1-ethyl-4-phenyl-1H-imidazol-5-yl)-4-(methylthio)thieno[2,3-d]pyrimidine), Solid, C(C)N (ethylamine), C1(CCCCC1)CN (cyclohexylmethylamine). Product: C1(CCCCC1)CN1C=NC(=C1C1=CC2=C(N=CN=C2N)S1)C1=CC=CC=C1 (6-[1-(Cyclohexylmethyl)-4-phenyl-1H-imidazol-5-yl]-thieno[2,3-d]pyrimidin-4-amine). RXN SMILES: [CH2:1]([N:3]1[C:7]([C:8]2[S:18][C:11]3[N:12]=[CH:13][N:14]=[C:15](SC)[C:10]=3[CH:9]=2)=[C:6]([C:19]2[CH:24]=[CH:23][CH:22]=[CH:21][CH:20]=2)[N:5]=[CH:4]1)[CH3:2].C([NH2:27])C.[CH:28]1(CN)[CH2:33][CH2:32]C[CH2:30][CH2:29]1>>[CH:2]1([CH2:1][N:3]2[C:7]([C:8]3[S:18][C:11]4[N:12]=[CH:13][N:14]=[C:15]([NH2:27])[C:10]=4[CH:9]=3)=[C:6]([C:19]3[CH:20]=[CH:21][CH:22]=[CH:23][CH:24]=3)[N:5]=[CH:4]2)[CH2:32][CH2:33][CH2:28][CH2:29][CH2:30]1. Procedure: The title compound was prepared using the general method of Example 56 and Intermediate 70 but replacing ethylamine with the cyclohexylmethylamine. Solid (20 mg, 19%); The reactants are O=C1N(C(C(N1C1=CC=CC=C1)C1=CC=CC=C1)=O)CCCCCCCCC(=O)OC (methyl 2,5-dioxo-3,4-diphenyl-1-imidazolidinenonanoate). Solvent: Cl (HCl). The product is O=C1N(C(C(N1C1=CC=CC=C1)C1=CC=CC=C1)=O)CCCCCCCCC(=O)O (2,5-dioxo-3,4-diphenyl-1-imidazolidinenonanoic acid). Isolated yield 37.1%. As a reaction SMILES: [O:1]=[C:2]1[N:6]([C:7]2[CH:12]=[CH:11][CH:10]=[CH:9][CH:8]=2)[CH:5]([C:13]2[CH:18]=[CH:17][CH:16]=[CH:15][CH:14]=2)[C:4](=[O:19])[N:3]1[CH2:20][CH2:21][CH2:22][CH2:23][CH2:24][CH2:25][CH2:26][CH2:27][C:28]([O:30]C)=[O:29]>Cl>[O:1]=[C:2]1[N:6]([C:7]2[CH:8]=[CH:9][CH:10]=[CH:11][CH:12]=2)[CH:5]([C:13]2[CH:18]=[CH:17][CH:16]=[CH:15][CH:14]=2)[C:4](=[O:19])[N:3]1[CH2:20][CH2:21][CH2:22][CH2:23][CH2:24][CH2:25][CH2:26][CH2:27][C:28]([OH:30])=[O:29]. Reported procedure: A mixture of methyl 2,5-dioxo-3,4-diphenyl-1-imidazolidinenonanoate (3.00 g, 7 mmol) and 6N HCl solution (30 mL) was heated at reflux for 22 hours. The mixture was cooled, extracted with CH2Cl2 and the combined extracts washed with water and twice with saturated sodium chloride solution. After drying over sodium sulfate, the solvent was evaporated and the residue chromatographed on a column of silica gel using a mixture of hexanes and ethyl acetate (2:1) as eluent. Elution gave 2,5-dioxo-3,4-dip... The reactants are C(C)OC1=C(C=CC=C1)I (ethoxyiodobenzene), ClC=1C=C2C(C(NC2=CC1F)=O)=O (5-chloro-6-fluoroisatin), N1C(=O)C(=O)C2=CC=CC=C12 (isatin). Product: ClC=1C=C2C(C(NC2=CC1F)=O)(O)C1=C(C=CC=C1)OCC (5-Chloro-3-(2-ethoxyphenyl)-6-fluoro-3-hydroxy-1,3-dihydroindol-2-one), Grignard reagent. As a reaction SMILES: [Cl:1][C:2]1[CH:3]=[C:4]2[C:8](=[CH:9][C:10]=1[F:11])[NH:7][C:6](=[O:12])[C:5]2=[O:13].N1C2C(=CC=CC=2)C(=O)C1=O.[CH2:25]([O:27][C:28]1[CH:33]=[CH:32][CH:31]=[CH:30][C:29]=1I)[CH3:26]>>[Cl:1][C:2]1[CH:3]=[C:4]2[C:8](=[CH:9][C:10]=1[F:11])[NH:7][C:6](=[O:12])[C:5]2([C:29]1[CH:30]=[CH:31][CH:32]=[CH:33][C:28]=1[O:27][CH2:25][CH3:26])[OH:13]. Procedure: The title compound was prepared in analogy to example a.1 using 5-chloro-6-fluoroisatin as isatin II and ethoxyiodobenzene (to form the Grignard reagent). The reactants are CCCSc1nc2ccc(OCCCCCC(=O)OC)cc2n1-c1ccccc1, O=C(OO)c1cccc(Cl)c1, ClCCl, [Na+], [Na+], O=S([O-])OS(=O)[O-]. Yields the product CCCS(=O)c1nc2ccc(OCCCCCC(=O)OC)cc2n1-c1ccccc1. RXN SMILES: [CH3:1][O:2][C:3]([CH2:4][CH2:5][CH2:6][CH2:7][CH2:8][O:9][c:10]1[cH:11][cH:12][c:13]2[c:14]([n:15](-[c:22]3[cH:23][cH:24][cH:25][cH:26][cH:27]3)[c:16]([S:18][CH2:19][CH2:20][CH3:21])[n:17]2)[cH:28]1)=[O:29].[Cl:30][c:31]1[cH:32][cH:33][cH:34][c:35]([C:36]([O:37][OH:39])=[O:38])[cH:40]1.[Cl:50][CH2:51][Cl:52].[Na+:48].[Na+:49].[S:41]([O:42][S:43]([O-:44])=[O:45])([O-:46])=[O:47]>>[CH3:1][O:2][C:3]([CH2:4][CH2:5][CH2:6][CH2:7][CH2:8][O:9][c:10]1[cH:11][cH:12][c:13]2[c:14]([n:15](-[c:22]3[cH:23][cH:24][cH:25][cH:26][cH:27]3)[c:16]([S:18]([CH2:19][CH2:20][CH3:21])=[O:38])[n:17]2)[cH:28]1)=[O:29].